Dataset: the Open Reaction Database (ORD), a public repository of structured organic reaction records. Task: describe an organic reaction: reactants, conditions, products, and yield Reactants: CC(C)(C)OC(=O)c1cc(Br)cc(C=O)c1, C1CCOC1, C[Si](C)(C)C(F)(F)F, CCCC[N+](CCCC)(CCCC)CCCC, COC(C)(C)C, Cl, [F-]. The product is CC(C)(C)OC(=O)c1cc(Br)cc(C(O)C(F)(F)F)c1. RXN SMILES: [Br:1][c:2]1[cH:3][c:4]([C:5](=[O:6])[O:7][C:8]([CH3:9])([CH3:10])[CH3:11])[cH:12][c:13]([CH:15]=[O:16])[cH:14]1.[CH2:44]1[O:45][CH2:46][CH2:47][CH2:48]1.[CH3:17][Si:18]([C:19]([F:20])([F:21])[F:22])([CH3:23])[CH3:24].[CH3:26][CH2:27][CH2:28][CH2:29][N+:30]([CH2:31][CH2:32][CH2:33][CH3:34])([CH2:35][CH2:36][CH2:37][CH3:38])[CH2:39][CH2:40][CH2:41][CH3:42].[CH3:49][O:50][C:51]([CH3:52])([CH3:53])[CH3:54].[ClH:43].[F-:25]>>[Br:1][c:2]1[cH:3][c:4]([C:5](=[O:6])[O:7][C:8]([CH3:9])([CH3:10])[CH3:11])[cH:12][c:13]([CH:15]([OH:16])[C:19]([F:20])([F:21])[F:22])[cH:14]1. Starting materials: CC1=NN=C(O1)C(=O)NC(C)(C)C2=NC(=C(C(=O)N2C)O)C(=O)NCC=3C=CC(=CC3)F (Raltegravir), C(C)(C)O (iso-propyl alcohol), C(C)(C)(C)N (tert-butylamine). Solvent: O (water). Run at temperature 40 celsius. Yields the product CC1=NN=C(O1)C(=O)NC(C)(C)C2=NC(=C(C(=O)N2C)O)C(=O)NCC=3C=CC(=CC3)F.C(C)(C)(C)N (Raltegravir Tert-Butylamine). Reaction SMILES: [CH3:1][C:2]1[O:6][C:5]([C:7]([NH:9][C:10]([C:13]2[N:19]([CH3:20])[C:17](=[O:18])[C:16]([OH:21])=[C:15]([C:22]([NH:24][CH2:25][C:26]3[CH:27]=[CH:28][C:29]([F:32])=[CH:30][CH:31]=3)=[O:23])[N:14]=2)([CH3:12])[CH3:11])=[O:8])=[N:4][N:3]=1.C(O)(C)C.[C:37]([NH2:41])([CH3:40])([CH3:39])[CH3:38]>O>[CH3:1][C:2]1[O:6][C:5]([C:7]([NH:9][C:10]([C:13]2[N:19]([CH3:20])[C:17](=[O:18])[C:16]([OH:21])=[C:15]([C:22]([NH:24][CH2:25][C:26]3[CH:27]=[CH:28][C:29]([F:32])=[CH:30][CH:31]=3)=[O:23])[N:14]=2)([CH3:12])[CH3:11])=[O:8])=[N:4][N:3]=1.[C:37]([NH2:41])([CH3:40])([CH3:39])[CH3:38] |f:4.5|. Procedure: A three necked round bottom flask (100 ml) was charged with Raltegravir free hydroxy (5 g), iso-propyl alcohol (45 ml) and water (5 ml) to obtain a mixture. The mixture was heated to 40° C. and tert-butylamine (1300 μl) was added drop-wise. There was almost dissolution and heavy precipitation subsequently occurred. The obtained solid was filtered under reduced pressure and dried overnight in a vacuum oven at 55° C. The resulting product was characterised by XRPD. Starting materials: CN1C2=CC=CC=C2C=2C(C(CCC12)CN1C(=NC=C1)C)=O (1,2,3,9-Tetrahydro-9-methyl-3-[(2-methyl-1H-imidazol-1yl)methyl]-4H-carbazol-4-one), C(CC(O)(C(=O)O)CC(=O)O)(=O)O (citric acid). Solvent: C(C)O (ethanol). Yields the product C(CC(O)(C(=O)O)CC(=O)O)(=O)O.CN1C2=CC=CC=C2C=2C(C(CCC12)CN1C(=NC=C1)C)=O (1,2,3,9-Tetrahydro-9-methyl-3-[(2-methyl-1H-imidazol-1-yl)methyl]-4H-carbazol-4-one citrate). Yield: 40.9%. As a reaction SMILES: [CH3:1][N:2]1[C:14]2[CH2:13][CH2:12][CH:11]([CH2:15][N:16]3[CH:20]=[CH:19][N:18]=[C:17]3[CH3:21])[C:10](=[O:22])[C:9]=2[C:8]2[C:3]1=[CH:4][CH:5]=[CH:6][CH:7]=2.[C:23]([OH:35])(=[O:34])[CH2:24][C:25]([CH2:30][C:31]([OH:33])=[O:32])([C:27]([OH:29])=[O:28])[OH:26]>C(O)C>[C:23]([OH:35])(=[O:34])[CH2:24][C:25]([CH2:30][C:31]([OH:33])=[O:32])([C:27]([OH:29])=[O:28])[OH:26].[CH3:1][N:2]1[C:14]2[CH2:13][CH2:12][CH:11]([CH2:15][N:16]3[CH:20]=[CH:19][N:18]=[C:17]3[CH3:21])[C:10](=[O:22])[C:9]=2[C:8]2[C:3]1=[CH:4][CH:5]=[CH:6][CH:7]=2 |f:3.4|. Reported procedure: 1,2,3,9-Tetrahydro-9-methyl-3-[(2-methyl-1H-imidazol-1yl)methyl]-4H-carbazol-4-one (0.89 g) was dissolved in ahot solution of citric acid (0.58 g) in ethanol (20 ml) and allowed to crystallize. The resulting crystalline solid was recrystallized by dissolving in acetone/water (2:1, 2 ml) and diluting with acetone (20 ml) to give the title compound (0.6 g) m.p. 162°. Reactants: C1(CC1)[C@H]1C[C@@H]2[C@@](NO[C@H]2C)(CO1)C1=C(C=C(C=C1)F)F ((3S,3aR,5R,7aS)-5-Cyclopropyl-7a-(2,4-difluorophenyl)-3-methyl hexahydro-1H-pyrano[3,4-c][1,2]oxazole), N[C@@]1([C@@H](C[C@@H](OC1)COCC1=CC=CC=C1)CO)C1=C(C=C(C=C1)F)F ([(2R,4R,5S)-5-amino-2-[(benzyloxy)methyl]-5-(2,4-difluorophenyl)tetrahydro-2H-pyran-4-yl]methanol). Yields the product N[C@@]1([C@@H](C[C@@H](OC1)C1CC1)[C@H](C)O)C1=C(C=C(C=C1)F)F ((1S)-1-[(2R,4R,5S)-5-amino-2-cyclopropyl-5-(2,4-difluorophenyl)tetrahydro-2H-pyran-4-yl]ethanol). RXN SMILES: [CH:1]1([C@@H:4]2[O:13][CH2:12][C@:7]3([C:14]4[CH:19]=[CH:18][C:17]([F:20])=[CH:16][C:15]=4[F:21])[NH:8][O:9][C@@H:10]([CH3:11])[C@@H:6]3[CH2:5]2)[CH2:3][CH2:2]1.N[C@@]1(C2C=CC(F)=CC=2F)CO[C@@H](COCC2C=CC=CC=2)C[C@H]1CO>>[NH2:8][C@@:7]1([C:14]2[CH:19]=[CH:18][C:17]([F:20])=[CH:16][C:15]=2[F:21])[CH2:12][O:13][C@@H:4]([CH:1]2[CH2:3][CH2:2]2)[CH2:5][C@H:6]1[C@@H:10]([OH:9])[CH3:11]. Procedure details: (3S,3aR,5R,7aS)-5-Cyclopropyl-7a-(2,4-difluorophenyl)-3-methyl hexahydro-1H-pyrano[3,4-c][1,2]oxazole (C28) was converted to the product using the method described for synthesis of [(2R,4R,5S)-5-amino-2-[(benzyloxy)methyl]-5-(2,4-difluorophenyl)tetrahydro-2H-pyran-4-yl]methanol (C6) in Preparation P1. The resulting oil was used in the next step without additional purification. Yield: 0.11 g, 0.37 mmol, 87%. LCMS m/z 298.2 [M+H+]. Reactants: CC1(C)OB(c2cccc(N)c2)OC1(C)C, O=C=Nc1ccc(Cl)c(C(F)(F)F)c1, ClCCl. The product is CC1(C)OB(c2cccc(NC(=O)Nc3ccc(Cl)c(C(F)(F)F)c3)c2)OC1(C)C. As a reaction SMILES: [CH3:1][C:2]1([CH3:16])[O:3][B:4]([c:9]2[cH:10][c:11]([NH2:15])[cH:12][cH:13][cH:14]2)[O:5][C:6]1([CH3:7])[CH3:8].[Cl:17][c:18]1[c:19]([C:27]([F:28])([F:29])[F:30])[cH:20][c:21]([N:24]=[C:25]=[O:26])[cH:22][cH:23]1.[Cl:31][CH2:32][Cl:33]>>[CH3:1][C:2]1([CH3:16])[O:3][B:4]([c:9]2[cH:10][c:11]([NH:15][C:25]([NH:24][c:21]3[cH:20][c:19]([C:27]([F:28])([F:29])[F:30])[c:18]([Cl:17])[cH:23][cH:22]3)=[O:26])[cH:12][cH:13][cH:14]2)[O:5][C:6]1([CH3:7])[CH3:8]. Reactants: ClC=1C(N(C=C(N1)Cl)[C@H](CC)C1CC1)=O (3,5-dichloro-1-[(1R)-1-cyclopropylpropyl]-2(1H)-pyrazinone), BrC=1C=C2CCNC2=C(C1)Br (5,7-dibromoindoline). Yields the product ClC=1N=C(C(N(C1)[C@H](CC)C1CC1)=O)N1CCC2=CC(=CC(=C12)Br)Br (5-Chloro-1-[(1R)-1-cyclopropylpropyl]-3-(5,7-dibromo-2,3-dihydro-1H-indol-1-yl)-2(1H)-pyrazinone). As a reaction SMILES: Cl[C:2]1[C:3](=[O:15])[N:4]([C@@H:9]([CH:12]2[CH2:14][CH2:13]2)[CH2:10][CH3:11])[CH:5]=[C:6]([Cl:8])[N:7]=1.[Br:16][C:17]1[CH:18]=[C:19]2[C:23](=[C:24]([Br:26])[CH:25]=1)[NH:22][CH2:21][CH2:20]2>>[Cl:8][C:6]1[N:7]=[C:2]([N:22]2[C:23]3[C:19](=[CH:18][C:17]([Br:16])=[CH:25][C:24]=3[Br:26])[CH2:20][CH2:21]2)[C:3](=[O:15])[N:4]([C@@H:9]([CH:12]2[CH2:14][CH2:13]2)[CH2:10][CH3:11])[CH:5]=1. Procedure details: Part B: Prepared in a similar fashion as described for Example 413 using 3,5-dichloro-1-[(1R)-1-cyclopropylpropyl]-2(1H)-pyrazinone and 5,7-dibromoindoline as the starting materials. mp 164–165° C.; 1H NMR (300 MHz, CDCl3): δ 7.42 (d, J=1.8 Hz, 1 H), 7.22 (d, J=1.5 Hz, 1 H), 6.96 (s, 1 H), 4.26 (t, J=8.1 Hz, 2 H), 3.99 (app. q, J=8.3 Hz, 1 H), 3.08 (t, J=7.9 Hz, 2 H), 1.94–1.69 (m, 2 H), 1.02–0.92 (m, 1 H), 0.87 (t, J=7.5 Hz, 3 H), 0.78–0.68 (m, 1 H), 0.50–0.39 (m, 2 H), 0.29–0.22 (m, 1 H); HRMS... The reactants are solution, Cl (hydrochloric acid), C(C)(C)(C)OC(=O)N1C[C@@H]2[C@H](CCC([C@@H]2C1)(C1=CC=CC=C1)C1=CC=CC=C1)Cl ((3aR, 7S, 7aR)-2-tert-butyloxycarbonyl-7-chloro-4,4-diphenylperhydroisoindole). Run in O1CCOCC1 (dioxane), O1CCOCC1 (dioxane). Reaction conditions: time 2 hour. Product: Cl.Cl[C@H]1CCC([C@@H]2CNC[C@H]12)(C1=CC=CC=C1)C1=CC=CC=C1 ((3aR, 7S, 7aR)-7-chloro-4,4-diphenylperhydroisoindole hydrochloride). Yield: 192.9%. As a reaction SMILES: Cl.C(OC([N:9]1[CH2:17][C@@H:16]2[C@@H:11]([C@@H:12]([Cl:30])[CH2:13][CH2:14][C:15]2([C:24]2[CH:29]=[CH:28][CH:27]=[CH:26][CH:25]=2)[C:18]2[CH:23]=[CH:22][CH:21]=[CH:20][CH:19]=2)[CH2:10]1)=O)(C)(C)C>O1CCOCC1>[ClH:30].[Cl:30][C@@H:12]1[C@@H:11]2[C@@H:16]([CH2:17][NH:9][CH2:10]2)[C:15]([C:18]2[CH:23]=[CH:22][CH:21]=[CH:20][CH:19]=2)([C:24]2[CH:29]=[CH:28][CH:27]=[CH:26][CH:25]=2)[CH2:14][CH2:13]1 |f:3.4|. Reported procedure: 10 cm3 of a 6.3N solution of hydrochloric acid in dioxane are added to a solution of 1.03 g of (3aR, 7S, 7aR)-2-tert-butyloxycarbonyl-7-chloro-4,4-diphenylperhydroisoindole in 5 cm3 of dioxane. The reaction mixture is stirred at room temperature for 2 hours and then concentrated to dryness under reduced pressure (2.7 kPa). 0.84 g of (3aR, 7S, 7aR)-7-chloro-4,4-diphenylperhydroisoindole hydrochloride is obtained in the form of a solid which is used in the crude state in the following test. Starting materials: [N+](=O)([O-])C1=C2C=CC(=NC2=CC=C1)C=C (5-nitro-2-vinylquinoline), C([O-])([O-])=O.[Na+].[Na+] (sodium carbonate). The reagents and catalysts are [Pd] (palladium on carbon). Run in C(C)(=O)OCC (ethyl acetate). Conditions: time 20 hour. The product is C(C)C1=NC2=CC=CC(=C2C=C1)N (2-Ethylquinolin-5-ylamine). As a reaction SMILES: [N+:1]([C:4]1[CH:13]=[CH:12][CH:11]=[C:10]2[C:5]=1[CH:6]=[CH:7][C:8]([CH:14]=[CH2:15])=[N:9]2)([O-])=O.C(=O)([O-])[O-].[Na+].[Na+]>C(OCC)(=O)C.[Pd]>[CH2:14]([C:8]1[CH:7]=[CH:6][C:5]2[C:10](=[CH:11][CH:12]=[CH:13][C:4]=2[NH2:1])[N:9]=1)[CH3:15] |f:1.2.3|. Procedure: 1.0 g (5.0 mmol) of 5-nitro-2-vinylquinoline is dissolved in 30 ml of ethyl acetate. After 100 mg of palladium on carbon and 50 mg of sodium carbonate are added, the reaction mixture is allowed to stir for 20 hours at room temperature under hydrogen atmosphere. It is then filtered on Celite and washed with ethyl acetate. After the solvent is removed in a vacuum and after chromatography on silica gel with hexane-ethyl acetate (0-100%), then with ethyl acetate-methanol (0-30%), 720 mg (84% of theo... The reactants are CC(=O)O[BH-](OC(C)=O)OC(C)=O, CN(C)C1(c2ccccc2)CCC(C=O)CC1, CC(N)Cc1c[nH]c2ccccc12, C[Si](C)(C)Cl, ClCCCl, Cl, [Na+], O. The product is CC(Cc1c[nH]c2ccccc12)NCC1CCC(c2ccccc2)(N(C)C)CC1. As a reaction SMILES: [C:31]([O:32][BH-:33]([O:34][C:35](=[O:36])[CH3:37])[O:38][C:39](=[O:40])[CH3:41])(=[O:42])[CH3:43].[CH3:14][N:15]([C:16]1([c:24]2[cH:25][cH:26][cH:27][cH:28][cH:29]2)[CH2:17][CH2:18][CH:19]([CH:22]=[O:23])[CH2:20][CH2:21]1)[CH3:30].[CH3:1][CH:2]([NH2:3])[CH2:4][c:5]1[cH:6][nH:7][c:8]2[cH:9][cH:10][cH:11][cH:12][c:13]12.[Cl:46][Si:47]([CH3:48])([CH3:49])[CH3:50].[Cl:52][CH2:53][CH2:54][Cl:55].[ClH:45].[Na+:44].[OH2:51]>>[CH3:1][CH:2]([NH:3][CH2:22][CH:19]1[CH2:18][CH2:17][C:16]([N:15]([CH3:14])[CH3:30])([c:24]2[cH:25][cH:26][cH:27][cH:28][cH:29]2)[CH2:21][CH2:20]1)[CH2:4][c:5]1[cH:6][nH:7][c:8]2[cH:9][cH:10][cH:11][cH:12][c:13]12.